From a dataset of the Open Reaction Database (ORD), a public repository of structured organic reaction records. describe an organic reaction: reactants, conditions, products, and yield The reactants are CSc1nnc(-c2ccc(N(C)C)cc2)c(-c2ccc(N(C)C)cc2)n1, O, OC1CCNCC1. Yields the product CN(C)c1ccc(-c2nnc(N3CCC(O)CC3)nc2-c2ccc(N(C)C)cc2)cc1. Reaction SMILES: [CH3:1][N:2]([c:3]1[cH:4][cH:5][c:6](-[c:9]2[n:10][c:11]([S:24][CH3:25])[n:12][n:13][c:14]2-[c:15]2[cH:16][cH:17][c:18]([N:21]([CH3:22])[CH3:23])[cH:19][cH:20]2)[cH:7][cH:8]1)[CH3:26].[OH2:34].[OH:27][CH:28]1[CH2:29][CH2:30][NH:31][CH2:32][CH2:33]1>>[CH3:1][N:2]([c:3]1[cH:4][cH:5][c:6](-[c:9]2[n:10][c:11]([N:31]3[CH2:30][CH2:29][CH:28]([OH:27])[CH2:33][CH2:32]3)[n:12][n:13][c:14]2-[c:15]2[cH:16][cH:17][c:18]([N:21]([CH3:22])[CH3:23])[cH:19][cH:20]2)[cH:7][cH:8]1)[CH3:26].